This data is from the Open Reaction Database (ORD), a public repository of structured organic reaction records. The task is: describe an organic reaction: reactants, conditions, products, and yield Reaction SMILES: [Cl-].[Cl-].[Cl-].[Al+3].[C:5](Cl)(=O)[C:6]1[CH:11]=[CH:10][CH:9]=[CH:8][CH:7]=1.[S:14]1[CH:18]=[CH:17][CH:16]=[CH:15]1.Cl>ClC1C=CC=CC=1>[CH2:5]([C:15]1[S:14][CH:18]=[CH:17][CH:16]=1)[C:6]1[CH:11]=[CH:10][CH:9]=[CH:8][CH:7]=1 |f:0.1.2.3|. The product is C(C1=CC=CC=C1)C=1SC=CC1 (2-Benzylthiophene). Reaction conditions: temperature 0 celsius. Procedure: 27.2 g of 98.5% pure aluminium trichloride (sublimed) were suspended in 130 ml of chlorobenzene and cooled to 0° C. 28.7 g of benzoyl chloride were added dropwise while stirring and cooling over the course of 30 minutes, and the mixture was then stirred for 1 hour. Likewise at 0° C., a solution of 17.3 g of thiophene in 27 ml of chlorobenzene was added dropwise over the course of 30 minutes, and the mixture was stirred for 1 hour. Remaining hydrogen chloride was driven out by heating the mixture... Solvent: ClC1=CC=CC=C1 (chlorobenzene), ClC1=CC=CC=C1 (chlorobenzene), ClC1=CC=CC=C1 (chlorobenzene). Starting materials: [Cl-].[Cl-].[Cl-].[Al+3] (aluminium trichloride), Cl (hydrogen chloride), S1C=CC=C1 (thiophene), C(C1=CC=CC=C1)(=O)Cl (benzoyl chloride), ice, Cl (hydrochloric acid). Reactants: C1CCOC1, [H-], CI, [Na+], CCOC(=O)c1cc(CC(C)(C)O)n(CCO)n1. Product: CCOC(=O)c1cc(CC(C)(C)O)n(CCOC)n1. As a reaction SMILES: [CH2:23]1[O:24][CH2:25][CH2:26][CH2:27]1.[H-:19].[I:21][CH3:22].[Na+:20].[OH:1][CH2:2][CH2:3][n:4]1[n:5][c:6]([C:14](=[O:15])[O:16][CH2:17][CH3:18])[cH:7][c:8]1[CH2:9][C:10]([CH3:11])([CH3:12])[OH:13]>>[O:1]([CH2:2][CH2:3][n:4]1[n:5][c:6]([C:14](=[O:15])[O:16][CH2:17][CH3:18])[cH:7][c:8]1[CH2:9][C:10]([CH3:11])([CH3:12])[OH:13])[CH3:22]. Reactants: CO/N=C(/C1=CSC(=N1)N)\C(=O)N[C@H]2[C@@H]3N(C2=O)C(=CCS3)C(=O)[O-].[Na+] (ceftizoxime sodium salt), C(C)(=O)O (acetic acid). The solvent is O (water). Yields the product CO/N=C(/C1=CSC(=N1)N)\C(=O)N[C@H]2[C@@H]3N(C2=O)C(=CCS3)C(=O)O (ceftizoxime). Yield: 91.8%. Reaction SMILES: [CH3:1][O:2]/[N:3]=[C:4](\[C:11]([NH:13][C@@H:14]1[C:17](=[O:18])[N:16]2[C:19]([C:23]([O-:25])=[O:24])=[CH:20][CH2:21][S:22][C@H:15]12)=[O:12])/[C:5]1[N:9]=[C:8]([NH2:10])[S:7][CH:6]=1.[Na+].C(O)(=O)C>O>[CH3:1][O:2]/[N:3]=[C:4](\[C:11]([NH:13][C@@H:14]1[C:17](=[O:18])[N:16]2[C:19]([C:23]([OH:25])=[O:24])=[CH:20][CH2:21][S:22][C@H:15]12)=[O:12])/[C:5]1[N:9]=[C:8]([NH2:10])[S:7][CH:6]=1 |f:0.1|. Procedure details: A solution of 5.40 mmol of ceftizoxime sodium salt (equivalent to 2 g of ceftizoxime) in 20 ml of water was acidified with 5.40 ml of 1N acetic acid. The resulting solid was collected and washed with ice water to give 1.90 g of ceftizoxime. A suspension of 1.85 g of ceftizoxime (dried at 80° C./0.1 mm) in 60 ml of methylene chloride was stirred overnight under argon with 2.03 g of N,O-bis(trimethylsilyl) acetamide and 1.73 g of diethyl chlorophosphate, whereupon the solid had dissolved. After a ... The reactants are S(=O)(Cl)Cl (Thionyl chloride), ClC1=C(C=CC(=C1)Cl)CCC(=O)O (3-(2,4-di-chlorophenyl)propionic acid). The solvent is C(Cl)Cl (methylene chloride). RXN SMILES: S(Cl)(Cl)=O.[Cl:5][C:6]1[CH:11]=[C:10]([Cl:12])[CH:9]=[CH:8][C:7]=1[CH2:13][CH2:14][C:15]([OH:17])=O>C(Cl)Cl>[Cl:5][C:6]1[CH:11]=[C:10]([Cl:12])[CH:9]=[C:8]2[C:7]=1[CH2:13][CH2:14][C:15]2=[O:17]. Procedure: Thionyl chloride (36.9 g) was added dropwise at 40° C. to a solution of 3-(2,4-di-chlorophenyl)propionic acid (43.8 g) in methylene chloride (200 ml). Yields the product ClC1=C2CCC(C2=CC(=C1)Cl)=O (4,6-Dichloroindan-1-one). Starting materials: CCOC(=O)c1cc(Br)nc2[nH]nc(CC)c12, CC(C)Br, CC#N, [K+], [K+], O=C([O-])[O-]. Yields the product CCOC(=O)c1cc(Br)nc2c1c(CC)nn2C(C)C. As a reaction SMILES: [Br:1][c:2]1[cH:3][c:4]([C:13](=[O:14])[O:15][CH2:16][CH3:17])[c:5]2[c:6]([n:7]1)[nH:8][n:9][c:10]2[CH2:11][CH3:12].[Br:24][CH:25]([CH3:26])[CH3:27].[CH3:28][C:29]#[N:30].[K+:18].[K+:19].[O-:20][C:21]([O-:22])=[O:23]>>[Br:1][c:2]1[cH:3][c:4]([C:13](=[O:14])[O:15][CH2:16][CH3:17])[c:5]2[c:6]([n:7]1)[n:8]([CH:25]([CH3:26])[CH3:27])[n:9][c:10]2[CH2:11][CH3:12]. As a reaction SMILES: [F:16][c:17]1[cH:18][cH:19][c:20]([CH2:21][Br:22])[cH:23][cH:24]1.[F:1][c:2]1[cH:3][c:4]2[c:5]3[c:10]([nH:11][c:12]2[cH:13][cH:14]1)[CH2:9][CH2:8][CH2:7][C:6]3=[O:15].[O:25]=[CH:26][N:27]([CH3:28])[CH3:29]>>[F:1][c:2]1[cH:3][c:4]2[c:5]3[c:10]([n:11]([CH2:21][c:20]4[cH:19][cH:18][c:17]([F:16])[cH:24][cH:23]4)[c:12]2[cH:13][cH:14]1)[CH2:9][CH2:8][CH2:7][C:6]3=[O:15]. The reactants are Fc1ccc(CBr)cc1, O=C1CCCc2[nH]c3ccc(F)cc3c21, CN(C)C=O. Yields the product O=C1CCCc2c1c1cc(F)ccc1n2Cc1ccc(F)cc1.